Dataset: the Open Reaction Database (ORD), a public repository of structured organic reaction records. Task: describe an organic reaction: reactants, conditions, products, and yield Starting materials: [O-]CC.[Na+] (sodium ethoxide), NC(=S)N (thiourea), C(CC(=O)OCC)(C(=O)OCC)C(=O)OCC (triethyl 1,1,2-ethane tricarboxylate). Yields the product OC1=NC(=NC(=C1CC(=O)OCC)O)S (4,6-Dihydroxy-2-mercapto-5-pyrimidineacetic acid, Ethyl Ester). Yield: 51.0%. RXN SMILES: [O-]CC.[Na+].[NH2:5][C:6]([NH2:8])=[S:7].[CH:9]([C:21](OCC)=[O:22])([C:16](OCC)=[O:17])[CH2:10][C:11]([O:13][CH2:14][CH3:15])=[O:12]>>[OH:22][C:21]1[C:9]([CH2:10][C:11]([O:13][CH2:14][CH3:15])=[O:12])=[C:16]([OH:17])[N:8]=[C:6]([SH:7])[N:5]=1 |f:0.1|. Procedure: To a solution of sodium ethoxide [prepared from sodium metal (1.6 g) and ethanol] was added thiourea (5.28 g) and triethyl 1,1,2-ethane tricarboxylate (17 g). The mixture was heated under reflux for 8 hours. The solution was cooled to room temperature and the solid collected by filtration, washed with a little ether. The solid was dissolved in water (100 ml) and the pH adjusted to 6-7 by the addition of hydrochloric acid. No solid was precipitated therefore the solution was lyophilised to give a...